This data is from the Open Reaction Database (ORD), a public repository of structured organic reaction records. The task is: describe an organic reaction: reactants, conditions, products, and yield Starting materials: ClC=1C=CC(=NC1)COC1=CC(NN=C1)=O (5-(5-chloro-pyridin-2-ylmethoxy)-2H-pyridazin-3-one), FC=1C=CC(=NC1)COC1=CC(N(N=C1)C1OCCCC1)=O (5-(5-fluoro-pyridin-2-ylmethoxy)-2-(tetrahydro-pyran-2-yl)-2H-pyridazin-3-one). The product is FC=1C=CC(=NC1)COC1=CC(NN=C1)=O (5-(5-Fluoro-pyridin-2-ylmethoxy)-2H-pyridazin-3-one). As a reaction SMILES: ClC1C=CC(COC2C=NNC(=O)C=2)=NC=1.[F:17][C:18]1[CH:19]=[CH:20][C:21]([CH2:24][O:25][C:26]2[CH:31]=[N:30][N:29](C3CCCCO3)[C:28](=[O:38])[CH:27]=2)=[N:22][CH:23]=1>>[F:17][C:18]1[CH:19]=[CH:20][C:21]([CH2:24][O:25][C:26]2[CH:31]=[N:30][NH:29][C:28](=[O:38])[CH:27]=2)=[N:22][CH:23]=1. Procedure details: 5-(5-Fluoro-pyridin-2-ylmethoxy)-2H-pyridazin-3-one is prepared following preparation 18b from 800 mg (2.62 mmol) 5-(5-fluoro-pyridin-2-ylmethoxy)-2-(tetrahydro-pyran-2-yl)-2H-pyridazin-3-one.